Dataset: the Open Reaction Database (ORD), a public repository of structured organic reaction records. Task: describe an organic reaction: reactants, conditions, products, and yield Reactants: CN(C(=S)Cl)C (dimethylthiocarbamyl chloride), OC1=CC2=C(N(C=N2)C2=CC=CC=C2)C=C1 (5-hydroxy-1-phenylbenzimidazole), C1CCOC1.CN(C)C=O (THF DMF), [H-].[Na+] (NaH). Solvent: C1CCOC1 (THF), C1CCOC1 (THF). Conditions: temperature 60 celsius. The product is CN(C(OC=1NC2=C(N1)C=CC=C2)=S)C (O-benzimidazolyl dimethylthiocarbamate). Yield: 65.0%. RXN SMILES: O[C:2]1[CH:16]=[CH:15][C:5]2[N:6](C3C=CC=CC=3)[CH:7]=[N:8][C:4]=2[CH:3]=1.C1COCC1.[CH3:22][N:23]([CH:25]=[O:26])[CH3:24].[H-].[Na+].CN(C)C(Cl)=[S:32]>C1COCC1>[CH3:22][N:23]([CH3:24])[C:25](=[S:32])[O:26][C:7]1[NH:8][C:4]2[CH:3]=[CH:2][CH:16]=[CH:15][C:5]=2[N:6]=1 |f:1.2,3.4|. Reported procedure: A solution of 5-hydroxy-1-phenylbenzimidazole (Example 14) (0.88 g, 4.10 mmol) in 1:1 THF/DMF (15 mL) was added dropwise under nitrogen to a stirred suspension of NaH (0.24 g of a 50% dispersion in oil, 5.00 mmol) in THF (10 mL). After 10 minutes a solution of dimethylthiocarbamyl chloride (0.57 g, 4.6 mmol) in THF (5 mL) was added and the solution was warmed at 60° C. for 1 hour. The cooled solution was partitioned between ether and 2N KOH and the organic portion was worked up and chromatograph... Reactants: C(C)(C)N(C(C)C)CC (N,N-diisopropylethylamine), C1(=CC=CC=C1)C1CN(CCN1)C(=O)C1=CC=C(C=C1)C1=C(C=CC=C1)C(F)(F)F ((3-phenyl-piperazin-1-yl)-(2′-trifluoromethyl-biphenyl-4-yl)-methanone), IC (iodomethane). Run in ClCCl (dichloromethane), C(C)#N (acetonitrile). Run at temperature 80 celsius. Yields the product CN1C(CN(CC1)C(=O)C1=CC=C(C=C1)C1=C(C=CC=C1)C(F)(F)F)C1=CC=CC=C1 ((4-Methyl-3-phenyl-piperazin-1-yl)-(2′-trifluoromethyl-biphenyl-4-yl)-methanone). Reaction SMILES: [C:1]1([CH:7]2[NH:12][CH2:11][CH2:10][N:9]([C:13]([C:15]3[CH:20]=[CH:19][C:18]([C:21]4[CH:26]=[CH:25][CH:24]=[CH:23][C:22]=4[C:27]([F:30])([F:29])[F:28])=[CH:17][CH:16]=3)=[O:14])[CH2:8]2)[CH:6]=[CH:5][CH:4]=[CH:3][CH:2]=1.[CH:31](N(CC)C(C)C)(C)C.IC>C(#N)C.ClCCl>[CH3:31][N:12]1[CH2:11][CH2:10][N:9]([C:13]([C:15]2[CH:20]=[CH:19][C:18]([C:21]3[CH:26]=[CH:25][CH:24]=[CH:23][C:22]=3[C:27]([F:29])([F:30])[F:28])=[CH:17][CH:16]=2)=[O:14])[CH2:8][CH:7]1[C:1]1[CH:2]=[CH:3][CH:4]=[CH:5][CH:6]=1. Reported procedure: This compound could be made in the following manner: 100 mg of (3-phenyl-piperazin-1-yl)-(2′-trifluoromethyl-biphenyl-4-yl)-methanone would be dissolved in 3 mL of acetonitrile, 2 equiv. of N,N-diisopropylethylamine would be added followed by 1.1 equiv. of iodomethane. The reaction would be heated to 80° C. overnight. After cooling to room temperature, the reaction would be diluted with dichloromethane and washed with 1M aqueous sodium hydroxide solution, dried over sodium sulfate and concentrat... Reactants: C(CCCCC=C)O (6-heptene-1-ol), ClC1=CC(=CC=C1)C(=O)OO (m-chloroperbenzoic acid). Run in C(Cl)Cl (methylene chloride), CCOCC (ether). Reaction conditions: time 8 hour. Yields the product O1C(CCCCCO)C1 (6,7-epoxy-1-heptanol). The yield is 105.0%. As a reaction SMILES: [CH2:1]([OH:8])[CH2:2][CH2:3][CH2:4][CH2:5][CH:6]=[CH2:7].ClC1C=CC=C(C(OO)=[O:17])C=1>C(Cl)Cl.CCOCC>[O:8]1[CH2:1][CH:2]1[CH2:3][CH2:4][CH2:5][CH2:6][CH2:7][OH:17]. Procedure: A mixture of 3 (1.4 g, 12 mmol) and m-chloroperbenzoic acid (2.92 g, 14.4 mmol) in methylene chloride (40 mL) was stirred at room temperature overnight. It was then diluted with ether, washed with saturated aqueous sodium bicarbonate, saturated aqueous sodium chloride, and dried over magnesium sulfate. Removal of the solvent afforded 1.64 g of the crude 6,7-epoxy-1-heptanol (5).